The task is: describe an organic reaction: reactants, conditions, products, and yield. This data is from the Open Reaction Database (ORD), a public repository of structured organic reaction records. The reactants are CS(=O)(=O)c1ccc(C(=O)C[N+](=O)[O-])cc1, CC(=O)O, CCO, Cl, NO. The product is CS(=O)(=O)c1ccc(C(C[N+](=O)[O-])=NO)cc1. Reaction SMILES: [CH3:1][S:2](=[O:3])(=[O:4])[c:5]1[cH:6][cH:7][c:8]([C:11]([CH2:12][N+:13](=[O:14])[O-:15])=[O:16])[cH:9][cH:10]1.[CH3:20][C:21](=[O:22])[OH:23].[CH3:24][CH2:25][OH:26].[ClH:19].[NH2:17][OH:18]>>[CH3:1][S:2](=[O:3])(=[O:4])[c:5]1[cH:6][cH:7][c:8]([C:11]([CH2:12][N+:13](=[O:14])[O-:15])=[N:17][OH:18])[cH:9][cH:10]1.